This data is from the Open Reaction Database (ORD), a public repository of structured organic reaction records. The task is: describe an organic reaction: reactants, conditions, products, and yield Starting materials: C=Cc1cnc(C)nc1, CC(C)c1ccc2[nH]c3c(c2c1)CN(C)CC3, [K+], [OH-], O. Product: Cc1ncc(CCn2c3c(c4cc(C(C)C)ccc42)CN(C)CC3)cn1. As a reaction SMILES: [CH3:20][c:21]1[n:22][cH:23][c:24]([CH:27]=[CH2:28])[cH:25][n:26]1.[CH:1]([CH3:2])([CH3:3])[c:4]1[cH:5][c:6]2[c:7]3[c:8]([nH:9][c:10]2[cH:11][cH:12]1)[CH2:13][CH2:14][N:15]([CH3:17])[CH2:16]3.[K+:19].[OH-:18].[OH2:29]>>[CH:1]([CH3:2])([CH3:3])[c:4]1[cH:5][c:6]2[c:7]3[c:8]([n:9]([CH2:28][CH2:27][c:24]4[cH:23][n:22][c:21]([CH3:20])[n:26][cH:25]4)[c:10]2[cH:11][cH:12]1)[CH2:13][CH2:14][N:15]([CH3:17])[CH2:16]3.